From a dataset of the Open Reaction Database (ORD), a public repository of structured organic reaction records. describe an organic reaction: reactants, conditions, products, and yield The reactants are CC(=O)Nc1nc(C)c(-c2ccc(S(=O)(=O)Cl)s2)s1, CCN(C(C)C)C(C)C, ClCCl, C1CC2(CCN1)OCCO2. The product is CC(=O)Nc1nc(C)c(-c2ccc(S(=O)(=O)N3CCC4(CC3)OCCO4)s2)s1. As a reaction SMILES: [C:1]([CH3:2])(=[O:3])[NH:4][c:5]1[s:6][c:7](-[c:11]2[cH:12][cH:13][c:14]([S:16](=[O:17])(=[O:18])[Cl:19])[s:15]2)[c:8]([CH3:10])[n:9]1.[CH:30]([N:31]([CH2:32][CH3:33])[CH:34]([CH3:35])[CH3:36])([CH3:37])[CH3:38].[Cl:39][CH2:40][Cl:41].[O:20]1[CH2:21][CH2:22][O:23][C:24]12[CH2:25][CH2:26][NH:27][CH2:28][CH2:29]2>>[C:1]([CH3:2])(=[O:3])[NH:4][c:5]1[s:6][c:7](-[c:11]2[cH:12][cH:13][c:14]([S:16](=[O:17])(=[O:18])[N:27]3[CH2:26][CH2:25][C:24]4([O:20][CH2:21][CH2:22][O:23]4)[CH2:29][CH2:28]3)[s:15]2)[c:8]([CH3:10])[n:9]1.